Dataset: the Open Reaction Database (ORD), a public repository of structured organic reaction records. Task: describe an organic reaction: reactants, conditions, products, and yield Product: N(C1=CC=CC=C1)C=1CCC(=C2C(C3=CC=CC=C3C(C12)=O)=O)NC1=CC=CC=C1 (1,4-dianilino-2,3-dihydroanthraquinone). Reaction SMILES: C([NH:3][C:4]1[CH2:5][CH2:6][C:7](NCC)=[C:8]2[C:17]=1C(=O)C1C(=CC=CC=1)C2=O)C.N[C:24]1([CH:46]=[CH:45][C:44](OC)=[CH:43][CH2:42]1)[NH:25][C:26]1[CH2:27][CH2:28][CH:29]=[C:30]2[C:39]=1[C:38](=[O:40])[C:37]1[C:32](=[CH:33][CH:34]=[CH:35][CH:36]=1)[C:31]2=[O:41]>>[NH:3]([C:29]1[CH2:28][CH2:27][C:26]([NH:25][C:24]2[CH:46]=[CH:45][CH:44]=[CH:43][CH:42]=2)=[C:39]2[C:30]=1[C:31](=[O:41])[C:32]1[C:37](=[CH:36][CH:35]=[CH:34][CH:33]=1)[C:38]2=[O:40])[C:4]1[CH:5]=[CH:6][CH:7]=[CH:8][CH:17]=1. Procedure: 1,4-bis(ethylamino)-2,3-dihydroanthraquinone and leuco dyes bearing CI numbers 61100, 61105, 61107, 61116, 61120, 61140, 61500, 61505, 61510, 61515, 61520, 61525, 61530, 61535, 61540, 61545, 61565 and 61650 [for instance, 1-amino-4-methoxyanilino-2,3-dihydroanthraquinone and 1-p-(2-hydroxyethylamino)anilino-4-methylamino-2,3-dihydroanthraquinone]. Reactants: C(C)NC=1CCC(=C2C(C3=CC=CC=C3C(C12)=O)=O)NCC (1,4-bis(ethylamino)-2,3-dihydroanthraquinone), NC1(NC=2CCC=C3C(C4=CC=CC=C4C(C23)=O)=O)CC=C(C=C1)OC (1-amino-4-methoxyanilino-2,3-dihydroanthraquinone), 1-p-(2-hydroxyethylamino)anilino-4-methylamino-2,3-dihydroanthraquinone. Reactants: CC(=O)[O-], CS(=O)c1nccc(-n2ccc3c(OCCCS(C)(=O)=O)cccc32)n1, CN1CCCC1=O, CCN(C(C)C)C(C)C, CC(C)(O)C1CCC([NH3+])CC1. The product is CC(C)(O)C1CCC(Nc2nccc(-n3ccc4c(OCCCS(C)(=O)=O)cccc43)n2)CC1. As a reaction SMILES: [C:27]([O-:28])(=[O:29])[CH3:30].[CH3:1][S:2](=[O:3])[c:4]1[n:5][cH:6][cH:7][c:8](-[n:10]2[cH:11][cH:12][c:13]3[c:14]([O:19][CH2:20][CH2:21][CH2:22][S:23](=[O:24])(=[O:25])[CH3:26])[cH:15][cH:16][cH:17][c:18]23)[n:9]1.[CH3:51][N:52]1[CH2:53][CH2:54][CH2:55][C:56]1=[O:57].[CH:42]([N:43]([CH2:44][CH3:45])[CH:46]([CH3:47])[CH3:48])([CH3:49])[CH3:50].[OH:31][C:32]([CH3:33])([CH3:34])[CH:35]1[CH2:36][CH2:37][CH:38]([NH3+:41])[CH2:39][CH2:40]1>>[c:4]1([NH:41][CH:38]2[CH2:37][CH2:36][CH:35]([C:32]([OH:31])([CH3:33])[CH3:34])[CH2:40][CH2:39]2)[n:5][cH:6][cH:7][c:8](-[n:10]2[cH:11][cH:12][c:13]3[c:14]([O:19][CH2:20][CH2:21][CH2:22][S:23](=[O:24])(=[O:25])[CH3:26])[cH:15][cH:16][cH:17][c:18]23)[n:9]1. The reactants are OC1=CC=C(C(=O)CCCNC2=C(C=CC(=C2)OC)C2CC=3C=CC(=CC3CC2)OC(C(C)(C)C)=O)C=C1 (pivalic acid 6-{2-[(4-hydroxybenzoyl)propylamino]-4-methoxyphenyl}-5,6,7,8-tetrahydronaphthalen-2-yl ester), ClCC(=O)N(C)CCOC (2-chloro-N-(2-methoxyethyl)-N-methylacetamide). Yields the product COC1=CC(=C(C=C1)C1CC=2C=CC(=CC2CC1)O)NCCCCC1=CC=C(C=C1)OCCN(C)CCOC (6-{4-Methoxy-2-{{4-{2-[(2-methoxyethyl)methylamino]ethoxy}benzyl}propylamino}phenyl}-5,6,7,8-tetrahydronaphthalen-2-ol). Yield: 69.1%. Reaction SMILES: [OH:1][C:2]1[CH:38]=[CH:37][C:5]([C:6]([CH2:8][CH2:9][CH2:10][NH:11][C:12]2[CH:17]=[C:16]([O:18][CH3:19])[CH:15]=[CH:14][C:13]=2[CH:20]2[CH2:29][CH2:28][C:27]3[CH:26]=[C:25]([O:30]C(=O)C(C)(C)C)[CH:24]=[CH:23][C:22]=3[CH2:21]2)=O)=[CH:4][CH:3]=1.Cl[CH2:40][C:41]([N:43]([CH2:45][CH2:46][O:47][CH3:48])[CH3:44])=O>>[CH3:19][O:18][C:16]1[CH:15]=[CH:14][C:13]([CH:20]2[CH2:29][CH2:28][C:27]3[CH:26]=[C:25]([OH:30])[CH:24]=[CH:23][C:22]=3[CH2:21]2)=[C:12]([NH:11][CH2:10][CH2:9][CH2:8][CH2:6][C:5]2[CH:37]=[CH:38][C:2]([O:1][CH2:40][CH2:41][N:43]([CH2:45][CH2:46][O:47][CH3:48])[CH3:44])=[CH:3][CH:4]=2)[CH:17]=1. Procedure details: Synthesized from pivalic acid 6-{2-[(4-hydroxybenzoyl)propylamino]-4-methoxyphenyl}-5,6,7,8-tetrahydronaphthalen-2-yl ester (21 mg) and 2-chloro-N-(2-methoxyethyl)-N-methylacetamide (14 mg) according to an analogous synthetic method to Example 404 and purified by LC-MS, the title compound (15 mg) was obtained. The reactants are COC(=O)c1ccc2c(c1)CC(C)(C)C(c1cccc(OC)c1)N2, CO, Cl, [Na+], C1CCOC1, [OH-], O. The product is COc1cccc(C2Nc3ccc(C(=O)O)cc3CC2(C)C)c1. RXN SMILES: [CH3:1][O:2][C:3](=[O:4])[c:5]1[cH:6][c:7]2[c:12]([cH:13][cH:14]1)[NH:11][CH:10]([c:15]1[cH:16][c:17]([O:21][CH3:22])[cH:18][cH:19][cH:20]1)[C:9]([CH3:23])([CH3:24])[CH2:8]2.[CH3:28][OH:29].[ClH:27].[Na+:26].[O:30]1[CH2:31][CH2:32][CH2:33][CH2:34]1.[OH-:25].[OH2:35]>>[O:2]=[C:3]([OH:4])[c:5]1[cH:6][c:7]2[c:12]([cH:13][cH:14]1)[NH:11][CH:10]([c:15]1[cH:16][c:17]([O:21][CH3:22])[cH:18][cH:19][cH:20]1)[C:9]([CH3:23])([CH3:24])[CH2:8]2.